This data is from the Open Reaction Database (ORD), a public repository of structured organic reaction records. The task is: describe an organic reaction: reactants, conditions, products, and yield Solvent: CN(C)C=O (DMF). Product: OC1=C(C=CC(=C1)C#N)NC(=O)NCC1=C(C=CC=C1)Cl (N-(2-Hydroxy-4-cyanophenyl)N′-(2-chlorobenzyl)urea). Reaction SMILES: [Cl:1][C:2]1[CH:11]=[CH:10][CH:9]=[CH:8][C:3]=1[CH2:4][N:5]=[C:6]=[O:7].[OH:12][C:13]1[CH:19]=[C:18]([C:20]#[N:21])[CH:17]=[CH:16][C:14]=1[NH2:15]>CN(C=O)C>[OH:12][C:13]1[CH:19]=[C:18]([C:20]#[N:21])[CH:17]=[CH:16][C:14]=1[NH:15][C:6]([NH:5][CH2:4][C:3]1[CH:8]=[CH:9][CH:10]=[CH:11][C:2]=1[Cl:1])=[O:7]. Reported procedure: To a solution of 2-chlorobenzylisocyanate (125.6 mg, 0.75 mmol) in DMF (1.0 ml), 2-hydroxy-4-cyanoaniline (100 mg, 0.75 mmol) was added. The reaction mixture was stirred at 80° C. for 16 hours. Chromatography of the resulting liquid on silica gel (50% Ethyl acetate/Hexane) gave desired product (80 mg, 58.8%). EI-MS m/z 302.8 (M+). Starting materials: ClC1=C(CN=C=O)C=CC=C1 (2-chlorobenzylisocyanate), OC1=C(N)C=CC(=C1)C#N (2-hydroxy-4-cyanoaniline). Conditions: temperature 80 celsius, time 16 hour. Yield: 35.4%. The reactants are crude product, crude product, Br (HBr), C(CCCCCCCCCCC)(=O)Cl (lauric acid chloride), C[Si](C)(C)C=[N+]=[N-] (trimethylsilyldiazomethane). Run in C(Cl)Cl (DCM), CCOCC (Et2O), C1CCOC1 (THF). Reaction conditions: temperature 0 celsius, time 1 hour. The product is BrCC(CCCCCCCCCCC)=O (1-bromotridecan-2-one). Yield: 66.0%. As a reaction SMILES: [C:1](Cl)(=[O:13])[CH2:2][CH2:3][CH2:4][CH2:5][CH2:6][CH2:7][CH2:8][CH2:9][CH2:10][CH2:11][CH3:12].[CH3:15][Si](C=[N+]=[N-])(C)C.[BrH:22]>C1COCC1.C(Cl)Cl.CCOCC>[Br:22][CH2:15][C:1](=[O:13])[CH2:2][CH2:3][CH2:4][CH2:5][CH2:6][CH2:7][CH2:8][CH2:9][CH2:10][CH2:11][CH3:12]. Reported procedure: To a solution of lauric acid chloride (10.0 g, 45.7 mmol) in anhydrous THF (91 mL) at 0° C. was added dropwise a solution of trimethylsilyldiazomethane (2 M in ether, 45.7 mL, 91.4 mmol). The mixture was stirred 1 h at 0° C. then overnight at RT. The solvents were evaporated under vacuum to give a yellow oil. This crude product was dissolved in DCM (50 mL) and stirred in the presence of the PL-AMS-Resin (Polymer Laboratories, 1.54 mmol/g, 5 g) for 5 h at RT. The resin was filtered off and washed... Starting materials: [C-]#N.[K+] (potassium cyanide), O (water), BrC=1C=C(C=CC1)N(S(=O)(=O)C)C (N-(3-bromo-phenyl)-N-methyl-methanesulfonamide), [Cu](C#N)C#N (copper cyanide). Solvent: CN(C=O)C (N,N-dimethylformamide). Conditions: temperature 150 celsius, time 1 hour. Yields the product C(#N)C=1C=C(C=CC1)N(S(=O)(=O)C)C (N-(3-Cyano-phenyl)-N-methyl-methanesulfonamide), solid. The yield is 23.0%. Reaction SMILES: Br[C:2]1[CH:3]=[C:4]([N:8]([CH3:13])[S:9]([CH3:12])(=[O:11])=[O:10])[CH:5]=[CH:6][CH:7]=1.[Cu](C#N)[C:15]#[N:16].[C-]#N.[K+].O>CN(C)C=O>[C:15]([C:2]1[CH:3]=[C:4]([N:8]([CH3:13])[S:9]([CH3:12])(=[O:11])=[O:10])[CH:5]=[CH:6][CH:7]=1)#[N:16] |f:2.3|. Procedure details: 169 b) A suspension of N-(3-bromo-phenyl)-N-methyl-methanesulfonamide (1.0 g, 3.8 mmol) and copper cyanide (0.78 g, 8.7 mmol) in N,N-dimethylformamide (5 mL) was heated at 150° C. for 18 hours. The mixture was cooled to room temperature. A solution of potassium cyanide (5 g) and water (50 mL) was added to the vigorously stirred dark mixture and was stirred for 1 hour. The mixture was extracted with ethyl acetate (3×20 mL). The combined organic layers were washed with water (2×30 mL) then saturat...